From a dataset of the Open Reaction Database (ORD), a public repository of structured organic reaction records. describe an organic reaction: reactants, conditions, products, and yield Reactants: CON(C(=O)C=1C(=NC(=NC1)SCC)N)C (4-amino-2-ethylsulfanyl-pyrimidine-5-carboxylic acid methoxy-methyl-amide), O(C)C1=C(C=C(C=C1)F)[Li] (2-methoxyl-5-fluorophenyl lithium). Run in O1CCCC1 (tetrahydrofuran). Run at temperature -78 celsius. The product is NC1=NC(=NC=C1C(=O)C1=C(C=CC(=C1)F)OC)SCC ((4-amino-2-ethylsulfanyl-pyrimidin-5-yl)-(5-fluoro-2-methoxy-phenyl)-methanone). RXN SMILES: CON(C)[C:4]([C:6]1[C:7]([NH2:15])=[N:8][C:9]([S:12][CH2:13][CH3:14])=[N:10][CH:11]=1)=[O:5].[O:17]([C:19]1[CH:24]=[CH:23][C:22]([F:25])=[CH:21][C:20]=1[Li])[CH3:18]>O1CCCC1>[NH2:15][C:7]1[C:6]([C:4]([C:24]2[CH:23]=[C:22]([F:25])[CH:21]=[CH:20][C:19]=2[O:17][CH3:18])=[O:5])=[CH:11][N:10]=[C:9]([S:12][CH2:13][CH3:14])[N:8]=1. Procedure: A solution of 4-amino-2-ethylsulfanyl-pyrimidine-5-carboxylic acid methoxy-methylamide (400 mg, 1.65 mmol, Example 1) was dissolved in anhydrous tetrahydrofuran (6 mL) and cooled to −78° C. A solution of the freshly prepared 2-methoxyl-5-fluorophenyl lithium (˜5 equiv, prepared following the same procedure as described in Step A of Example 2) was added over 10–30 minutes and the orange colored reaction mixture was stirred at −78 to 0° C. for 1–3 hours until the complete consumption of the starti... The reactants are Cc1ccc(NC(=O)c2ccnc(N3CCOCC3)c2)cc1NC(=O)c1cc(N(C)CCCN(C)C)ccc1[N+](=O)[O-], CO, [H][H]. The product is Cc1ccc(NC(=O)c2ccnc(N3CCOCC3)c2)cc1NC(=O)c1cc(N(C)CCCN(C)C)ccc1N. Reaction SMILES: [CH3:1][c:2]1[c:3]([NH:23][C:24]([c:25]2[c:26]([N+:39]([O-:40])=[O:41])[cH:27][cH:28][c:29]([N:31]([CH3:32])[CH2:33][CH2:34][CH2:35][N:36]([CH3:37])[CH3:38])[cH:30]2)=[O:42])[cH:4][c:5]([NH:8][C:9](=[O:10])[c:11]2[cH:12][c:13]([N:17]3[CH2:18][CH2:19][O:20][CH2:21][CH2:22]3)[n:14][cH:15][cH:16]2)[cH:6][cH:7]1.[CH3:45][OH:46].[H:43][H:44]>>[CH3:1][c:2]1[c:3]([NH:23][C:24]([c:25]2[c:26]([NH2:39])[cH:27][cH:28][c:29]([N:31]([CH3:32])[CH2:33][CH2:34][CH2:35][N:36]([CH3:37])[CH3:38])[cH:30]2)=[O:42])[cH:4][c:5]([NH:8][C:9](=[O:10])[c:11]2[cH:12][c:13]([N:17]3[CH2:18][CH2:19][O:20][CH2:21][CH2:22]3)[n:14][cH:15][cH:16]2)[cH:6][cH:7]1. Reactants: CSC1=NC(=CC=2N1C=CN2)C2=CC=C(C=C2)N2CCOCC2 (4-(4-(5-(methylthio)imidazo[1,2-c]pyrimidin-7-yl)phenyl)morpholine), [OH-].[K+] (potassium hydroxide), C(C)(=O)O (acetic acid). Solvent: CS(=O)C (DMSO), O (water). Conditions: temperature 100 celsius. The product is O1CCN(CC1)C1=CC=C(C=C1)C1=CC=2N(C(N1)=O)C=CN2 (7-(4-morpholinophenyl)imidazo[1,2-c]pyrimidin-5(6H)-one). The yield is 95.3%. As a reaction SMILES: CS[C:3]1[N:8]2[CH:9]=[CH:10][N:11]=[C:7]2[CH:6]=[C:5]([C:12]2[CH:17]=[CH:16][C:15]([N:18]3[CH2:23][CH2:22][O:21][CH2:20][CH2:19]3)=[CH:14][CH:13]=2)[N:4]=1.[OH-].[K+].C(O)(=[O:28])C>CS(C)=O.O>[O:21]1[CH2:22][CH2:23][N:18]([C:15]2[CH:16]=[CH:17][C:12]([C:5]3[NH:4][C:3](=[O:28])[N:8]4[CH:9]=[CH:10][N:11]=[C:7]4[CH:6]=3)=[CH:13][CH:14]=2)[CH2:19][CH2:20]1 |f:1.2|. Procedure: 4-(4-(5-(methylthio)imidazo[1,2-c]pyrimidin-7-yl)phenyl)morpholine (0.4000 g, 1.225 mmol) and potassium hydroxide (1.021 mL, 6.127 mmol) were suspended in DMSO (3 mL) and heated at 100° C. for 1.5 hours in a microwave. The reaction mixture was diluted with water (40 mL) and acidified with acetic acid (1.052 mL, 18.38 mmol). The resulting solids were collected by filtration and dried under high vacuum to afford 7-(4-morpholinophenyl)imidazo[1,2-c]pyrimidin-5(6H)-one (0.3460 g, 95.28% yield). MS (... Run at temperature -78 celsius, time 1 hour. Yields the product ClC1=CC=C(C=C1)C1=CC=C(C=C1)C(C(CC(=O)O)F)=O ((±)-4-(4′-chloro-biphenyl-4-yl)-3-fluoro-4-oxo-butyric acid). The solvent is O1CCCC1 (tetrahydrofuran), C1CCOC1 (THF), CO (methanol), C1CCOC1 (THF). Reactants: C(C)(C)NC(C)C (diisopropylamine), solution, C(CCC)[Li] (n-butyl lithium), hexanes, Cl (hydrochloric acid), C1=CC=C(C=C1)S(=O)(=O)N(F)S(=O)(=O)C2=CC=CC=C2 (N-fluorodibenzenesulfonamide), Cl (hydrochloric acid), ClC1=CC=C(C=C1)C1=CC=C(C=C1)C(CCC(=O)O)=O (4-(4′-chloro-biphenyl-4-yl)-4-oxo-butyric acid). The yield is 9.8%. Reported procedure: To a stirred solution of diisopropylamine (0.295 mL, 0.0021 mol) in anhydrous tetrahydrofuran (10 mL) at room temperature under nitrogen was added in portions a 2.1 M solution of n-butyl lithium in hexanes (1.0 mL, 0.0021 mol), and the mixture cooled to −78° C. To a solution was added a solution of 4-(4′-chloro-biphenyl-4-yl)-4-oxo-butyric acid (0.288 g, 0.000997 mol) in THF (10 mL), and the mixture stirred for 1 hour. To the yellow solution was added dropwise a solution of N-fluorodibenzenesulf... RXN SMILES: C(NC(C)C)(C)C.C([Li])CCC.[Cl:13][C:14]1[CH:19]=[CH:18][C:17]([C:20]2[CH:25]=[CH:24][C:23]([C:26](=[O:32])[CH2:27][CH2:28][C:29]([OH:31])=[O:30])=[CH:22][CH:21]=2)=[CH:16][CH:15]=1.C1C=CC(S(N(S(C2C=CC=CC=2)(=O)=O)[F:43])(=O)=O)=CC=1.Cl>O1CCCC1.CO>[Cl:13][C:14]1[CH:15]=[CH:16][C:17]([C:20]2[CH:25]=[CH:24][C:23]([C:26](=[O:32])[CH:27]([F:43])[CH2:28][C:29]([OH:31])=[O:30])=[CH:22][CH:21]=2)=[CH:18][CH:19]=1. Reactants: CN(C)CCc1ccc2cc[nH]c2c1, [H-], CC(C)I, [Na+], CN(C)C=O. Product: CC(C)n1ccc2ccc(CCN(C)C)cc21. Reaction SMILES: [CH3:3][N:4]([CH3:5])[CH2:6][CH2:7][c:8]1[cH:9][cH:10][c:11]2[cH:12][cH:13][nH:14][c:15]2[cH:16]1.[H-:1].[I:17][CH:18]([CH3:19])[CH3:20].[Na+:2].[O:21]=[CH:22][N:23]([CH3:24])[CH3:25]>>[CH3:3][N:4]([CH3:5])[CH2:6][CH2:7][c:8]1[cH:9][cH:10][c:11]2[cH:12][cH:13][n:14]([CH:18]([CH3:19])[CH3:20])[c:15]2[cH:16]1. The reactants are C1(CCCC1)N1N=C(C(=C1N)C(=O)N)CC (1-cyclopentyl-3-ethyl-5-amino-1H-pyrazole-4-carboxamide), N1(C=NC=C1)C1=CC=C(C=O)C=C1 (4-(1-imidazolyl)benzaldehyde), xylenes. Run at temperature 130 celsius, time 3 day. Yields the product C1(CCCC1)N1NC(=C2C1=NC(=NC2=O)C2=CC=C(C=C2)N2C=NC=C2)CC (1-cyclopentyl-3-ethyl-6-[4-(1-imidazolyl)phenyl]pyrazolo[3,4-d]pyrimidin-4-one). Isolated yield 94.4%. RXN SMILES: [CH:1]1([N:6]2[C:10]([NH2:11])=[C:9]([C:12]([NH2:14])=[O:13])[C:8]([CH2:15][CH3:16])=[N:7]2)[CH2:5][CH2:4][CH2:3][CH2:2]1.[N:17]1([C:22]2[CH:29]=[CH:28][C:25]([CH:26]=O)=[CH:24][CH:23]=2)[CH:21]=[CH:20][N:19]=[CH:18]1>>[CH:1]1([N:6]2[C:10]3=[N:11][C:26]([C:25]4[CH:24]=[CH:23][C:22]([N:17]5[CH:21]=[CH:20][N:19]=[CH:18]5)=[CH:29][CH:28]=4)=[N:14][C:12](=[O:13])[C:9]3=[C:8]([CH2:15][CH3:16])[NH:7]2)[CH2:2][CH2:3][CH2:4][CH2:5]1. Procedure details: A mixture of 1-cyclopentyl-3-ethyl-5-amino-1H-pyrazole-4-carboxamide (1.18 g, 5.32 mmol), 4-(1-imidazolyl)benzaldehyde (1.37 g) and xylenes (8 ml) was warmed to 130° C. for 30 minutes, then to 160° C. for three days. The reaction mixture was cooled, and the product was collected by filtration and washed with Et2O to afford 1.88 g of 1-cyclopentyl-3-ethyl-6-[4-(1-imidazolyl)phenyl]pyrazolo[3,4-d]pyrimidin-4-one as the 6,7-saturated derivative. This derivative was mixed with ethanol (300 ml) and 3... Reactants: C(C)(C)[N-]C(C)C.[Li+] (lithium diisopropylamide), C(C)(C)NC(C)C (diisopropylamine), solution, C(CCC)[Li] (n-butyllithium), C(CCCC)C1=CC=C(C=C1)C1=CC=C(C=C1)CCC1=CC(=CC(=C1)F)F (1-(4'-pentylbiphenyl-4-yl)-2-(3,5-difluorophenyl)ethane), CC1CN1C(=O)N(C)C (N,N-dimethylpropyleneurea), ICCC (1-iodopropane). The solvent is C1CCOC1.CCCCCC (THF hexane), C1CCOC1 (THF), CCCCCC (hexane), C1CCOC1 (THF), O (water). Reaction conditions: time 1.5 hour. The product is C(CCCC)C1=CC=C(C=C1)C1=CC=C(C=C1)CCC1=CC(=C(C(=C1)F)CCC)F (1-(4'-pentylbiphenyl-4-yl)-2-(3,5-di-fluoro-4-propylphenyl)ethane). RXN SMILES: C([N-][CH:5]([CH3:7])[CH3:6])(C)C.[Li+].C(NC(C)C)(C)C.C([Li])CCC.[CH2:21]([C:26]1[CH:31]=[CH:30][C:29]([C:32]2[CH:37]=[CH:36][C:35]([CH2:38][CH2:39][C:40]3[CH:45]=[C:44]([F:46])[CH:43]=[C:42]([F:47])[CH:41]=3)=[CH:34][CH:33]=2)=[CH:28][CH:27]=1)[CH2:22][CH2:23][CH2:24][CH3:25].CC1N(C(N(C)C)=O)C1.ICCC>C1COCC1.CCCCCC.C1COCC1.CCCCCC.O>[CH2:21]([C:26]1[CH:31]=[CH:30][C:29]([C:32]2[CH:37]=[CH:36][C:35]([CH2:38][CH2:39][C:40]3[CH:41]=[C:42]([F:47])[C:43]([CH2:7][CH2:5][CH3:6])=[C:44]([F:46])[CH:45]=3)=[CH:34][CH:33]=2)=[CH:28][CH:27]=1)[CH2:22][CH2:23][CH2:24][CH3:25] |f:0.1,7.8|. Procedure: A solution of lithium diisopropylamide (0.02 mol) in THF/hexane, prepared from 0.02 mol of diisopropylamine in 25 ml of THF and 12.5 ml of a 1.6-molar solution of n-butyllithium in hexane, is added dropwise at 25° C. to a mixture of 0.02 mol of 1-(4'-pentylbiphenyl-4-yl)-2-(3,5-difluorophenyl)ethane, 0.02 mol of N,N-dimethylpropyleneurea, 0.02 mol of 1-iodopropane and 25 ml of THF. After stirring at room temperature for 1.5 hours, the reaction mixture is poured into water, the phases are separat... Starting materials: C(C=C)Br (allyl bromide), C(C=C)Br (Allyl bromide), FC=1C(OC2=C(C(=CC=C2C1C)O)C)=O (3-fluoro-4,8-dimethyl-7-hydroxycoumarin), C([O-])([O-])=O.[K+].[K+] (potassium carbonate). The solvent is CC(=O)C (acetone). Conditions: time 28 hour. Yields the product FC=1C(OC2=C(C(=CC=C2C1C)OCC=C)C)=O (3-fluoro-4,8-dimethyl-7-allyloxycoumarin). Isolated yield 77.6%. Reaction SMILES: [CH2:1](Br)[CH:2]=[CH2:3].[F:5][C:6]1[C:7](=[O:19])[O:8][C:9]2[C:14]([C:15]=1[CH3:16])=[CH:13][CH:12]=[C:11]([OH:17])[C:10]=2[CH3:18].C(=O)([O-])[O-].[K+].[K+]>CC(C)=O>[F:5][C:6]1[C:7](=[O:19])[O:8][C:9]2[C:14]([C:15]=1[CH3:16])=[CH:13][CH:12]=[C:11]([O:17][CH2:3][CH:2]=[CH2:1])[C:10]=2[CH3:18] |f:2.3.4|. Procedure: Allyl bromide (1.08 mL, 12.48 mmoles) was added to a mixture of 3-fluoro-4,8-dimethyl-7-hydroxycoumarin (1.73 g, 8.31 mmoles), ca. 5 g of potassium carbonate and 45 mL of dry acetone. The reaction mixture was stirred under an inert atmosphere at room temperature for 28 hours. During this time, excess allyl bromide (1.44 mL, 16.64 mmoles) was added in two portions. The carbonate salt was removed by suction filtration washed with acetone and the solvent evaporated under reduced pressure yielding a... The reactants are N1(CCC1)C1=NC=NN2C1=C(N=C2C)C=2C=NN(C2)C (4-(azetidin-1-yl)-7-methyl-5-(1-methyl-1H-pyrazol-4-yl)imidazo[5,1-f][1,2,4]triazine), COC1=CC=C(C=C1)CNC (1-(4-methoxyphenyl)-N-methylmethanamine), Cl.N1CCC1 (azetidine hydrochloride). The product is COC1=CC=C(CN(C2=NC=NN3C2=C(N=C3C)C=3C=NN(C3)C)C)C=C1 (N-(4-methoxybenzyl)-N,7-dimethyl-5-(1-methyl-1H-pyrazol-4-yl)imidazo[5,1-f][1,2,4]triazin-4-amine). As a reaction SMILES: [N:1]1([C:5]2[C:10]3=[C:11]([C:15]4[CH:16]=[N:17][N:18]([CH3:20])[CH:19]=4)[N:12]=[C:13]([CH3:14])[N:9]3[N:8]=[CH:7][N:6]=2)[CH2:4][CH2:3][CH2:2]1.[CH3:21][O:22][C:23]1[CH:28]=[CH:27]C(CNC)=[CH:25][CH:24]=1.Cl.N1CCC1>>[CH3:21][O:22][C:23]1[CH:28]=[CH:27][C:3]([CH2:4][N:1]([CH3:2])[C:5]2[C:10]3=[C:11]([C:15]4[CH:16]=[N:17][N:18]([CH3:20])[CH:19]=4)[N:12]=[C:13]([CH3:14])[N:9]3[N:8]=[CH:7][N:6]=2)=[CH:25][CH:24]=1 |f:2.3|. Reported procedure: The product was synthesized in a manner similar to that described for the preparation of 4-(azetidin-1-yl)-7-methyl-5-(1-methyl-1H-pyrazol-4-yl)imidazo[5,1-f][1,2,4]triazine in Example 2, except that 1-(4-methoxyphenyl)-N-methylmethanamine was utilized in place of azetidine hydrochloride, and the workup was modified somewhat: after the slurry was extracted with dichloromethane, the combined organic layers were washed with 1 N aqueous sodium hydroxide solution, washed with saturated aqueous sodiu...